This data is from the Open Reaction Database (ORD), a public repository of structured organic reaction records. The task is: describe an organic reaction: reactants, conditions, products, and yield Reactants: NCCN1CCNCC1 (N-Aminoethyl piperazine), ClCCN(C1=CC2=C(OC3=C(S(C2)(=O)=O)C=C(C=C3C)C(=O)O)C(=C1)Cl)CCCl (2-[Bis-(2-chloroethyl)amino]-4-chloro-6-methyl-10,10-dioxo-10,11-dihydro-5-oxa-10lambda*6*-thia-dibenzo[a,d]-cycloheptene-8-carboxylic acid), CO (methanol), n-tetrabutylammonium iodide. Reaction conditions: temperature 70 celsius. Yields the product COC(=O)C=1C=C(C2=C(S(CC3=C(O2)C(=CC(=C3)N3CCN(CC3)CCN3CCNCC3)Cl)(=O)=O)C1)C (4-Chloro-6-methyl-10,10-dioxo-2-[4-(2-piperazin-1-yl-ethyl)-piperazin-1-yl]-10,11-dihydro-5-oxa-10lambda*6*-thia-dibenzo[a,d]cycloheptene-8-carboxylic acid methyl ester). As a reaction SMILES: [NH2:1][CH2:2][CH2:3][N:4]1[CH2:9][CH2:8][NH:7][CH2:6][CH2:5]1.Cl[CH2:11][CH2:12][N:13]([CH2:36][CH2:37]Cl)[C:14]1[CH:34]=[C:33]([Cl:35])[C:17]2[O:18][C:19]3[C:28]([CH3:29])=[CH:27][C:26]([C:30]([OH:32])=[O:31])=[CH:25][C:20]=3[S:21](=[O:24])(=[O:23])[CH2:22][C:16]=2[CH:15]=1.[CH3:39]O>>[CH3:39][O:32][C:30]([C:26]1[CH:27]=[C:28]([CH3:29])[C:19]2[O:18][C:17]3[C:33]([Cl:35])=[CH:34][C:14]([N:13]4[CH2:12][CH2:11][N:1]([CH2:2][CH2:3][N:4]5[CH2:9][CH2:8][NH:7][CH2:6][CH2:5]5)[CH2:37][CH2:36]4)=[CH:15][C:16]=3[CH2:22][S:21](=[O:23])(=[O:24])[C:20]=2[CH:25]=1)=[O:31]. Reported procedure: N-Aminoethyl piperazine (0.6 mL, 5.2 mmol) was added to a solution of Example 102j (0.5 g, 1.04 mmol) in methanol (5 mL), followed by the addition of n-tetrabutylammonium iodide (0.075 g, 0.20 mmol) in an atmosphere of nitrogen, in a pressure reactor vessel at 120° C. for 5 h. The reaction mixture was brought to room temperature, concentrated and treated with water. The solid that separated was washed with water, dried, treated with methanolic HCl solution, and refluxed at 70° C. for 2 h. The re... Starting materials: sulfonamide, ClC(=O)C1=CC=C(C=C1)C=1C([C@@H]2CC[C@]3([C@@]4(CC[C@@]5([C@@H]([C@H]4CCC3[C@]2(CC1)C)[C@@H](CC5)C(=C)C)C(=O)OCC5=CC=CC=C5)C)C)(C)C ((1R,3aS,5aR,5bR,7aR,11aS,13aR,13bR)-benzyl 9-(4-(chlorocarbonyl)phenyl)-5a,5b,8,8,11a-pentamethyl-1-(prop-1-en-2-yl)-2,3,3a,4,5,5a,5b,6,7,7a,8,11,11a,11b,12,13,13a,13b-octadecahydro-1H-cyclopenta[a]chrysene-3a-carboxylate), CS(=O)(=O)N (methanesulfonamide). The product is C[C@]12CC[C@@]3([C@@H]([C@H]2CCC2[C@]4(CC=C(C([C@@H]4CC[C@@]12C)(C)C)C1=CC=C(C=C1)C(NS(=O)(=O)C)=O)C)[C@@H](CC3)C(=C)C)C(=O)O ((1R,3aS,5aR,5bR,7aR,11aS,13aR,13bR)-5a,5b,8,8,11a-pentamethyl-9-(4-(methylsulfonylcarbamoyl)phenyl)-1-(prop-1-en-2-yl)-2,3,3a,4,5,5a,5b,6,7,7a,8,11,11a,11b,12,13,13a,13b-octadecahydro-1H-cyclopenta[a]chrysene-3a-carboxylic acid), solid. The yield is 7.0%. RXN SMILES: Cl[C:2]([C:4]1[CH:9]=[CH:8][C:7]([C:10]2[C:11]([CH3:48])([CH3:47])[C@H:12]3[C@:25]([CH3:28])([CH2:26][CH:27]=2)[CH:24]2[C@:15]([CH3:46])([C@@:16]4([CH3:45])[C@H:21]([CH2:22][CH2:23]2)[C@H:20]2[C@H:29]([C:32]([CH3:34])=[CH2:33])[CH2:30][CH2:31][C@:19]2([C:35]([O:37]CC2C=CC=CC=2)=[O:36])[CH2:18][CH2:17]4)[CH2:14][CH2:13]3)=[CH:6][CH:5]=1)=[O:3].[CH3:49][S:50]([NH2:53])(=[O:52])=[O:51]>>[CH3:45][C@:16]12[C@@:15]3([CH3:46])[CH:24]([C@:25]4([CH3:28])[C@@H:12]([CH2:13][CH2:14]3)[C:11]([CH3:47])([CH3:48])[C:10]([C:7]3[CH:8]=[CH:9][C:4]([C:2](=[O:3])[NH:53][S:50]([CH3:49])(=[O:52])=[O:51])=[CH:5][CH:6]=3)=[CH:27][CH2:26]4)[CH2:23][CH2:22][C@@H:21]1[C@H:20]1[C@H:29]([C:32]([CH3:34])=[CH2:33])[CH2:30][CH2:31][C@:19]1([C:35]([OH:37])=[O:36])[CH2:18][CH2:17]2. Procedure: The title compound was prepared from the procedure described above for (1R,3aS,5aR,5bR,7aR,11aS,13aR,13bR)-benzyl 9-(4-(chlorocarbonyl)phenyl)-5a,5b,8,8,11a-pentamethyl-1-(prop-1-en-2-yl)-2,3,3a,4,5,5a,5b,6,7,7a,8,11,11a,11b,12,13,13a,13b-octadecahydro-1H-cyclopenta[a]chrysene-3a-carboxylate using methanesulfonamide as the reactant sulfonamide. The title compound was isolated as a white solid (3.2 mg, 7%). LCMS: m/e 636.51 (M+H)+, 2.13 min (method 7). 1H NMR (500 MHz, DMSO-D6) δ ppm 0.88 (d, J=3... The reactants are CCOC=C(C(=O)OCC)C(=O)OCC, CCOC(C)=O, CCn1nccc1N, O. Yields the product CCOC(=O)C(=CNc1ccnn1CC)C(=O)OCC. As a reaction SMILES: [CH2:9]([CH3:10])[O:11][C:12]([C:13]([C:14](=[O:15])[O:16][CH2:17][CH3:18])=[CH:19][O:20][CH2:21][CH3:22])=[O:23].[CH3:25][CH2:26][O:27][C:28](=[O:29])[CH3:30].[NH2:1][c:2]1[cH:3][cH:4][n:5][n:6]1[CH2:7][CH3:8].[OH2:24]>>[NH:1]([c:2]1[cH:3][cH:4][n:5][n:6]1[CH2:7][CH3:8])[CH:19]=[C:13]([C:12]([O:11][CH2:9][CH3:10])=[O:23])[C:14](=[O:15])[O:16][CH2:17][CH3:18].